This data is from the Open Reaction Database (ORD), a public repository of structured organic reaction records. The task is: describe an organic reaction: reactants, conditions, products, and yield Starting materials: COC([C@@H](NC(=O)OC(C)(C)C)CC1=CC=C(C=C1)C=1C(N(C=C(C1)Cl)C)=O)=O (4-(5-chloro-1-methyl-2-oxo-3-pyridinyl)-N-[(1,1-dimethylethoxy)carbonyl]-L-phenylalanine methyl ester). The solvent is Cl (HCl), O1CCOCC1 (dioxane). The product is COC([C@@H](N)CC1=CC=C(C=C1)C=1C(N(C=C(C1)Cl)C)=O)=O (4-(5-chloro-1-methyl-2-oxo-3-pyridinyl)-L-phenylalanine methyl ester). The yield is 87.3%. RXN SMILES: [CH3:1][O:2][C:3](=[O:29])[C@H:4]([CH2:13][C:14]1[CH:19]=[CH:18][C:17]([C:20]2[C:21](=[O:28])[N:22]([CH3:27])[CH:23]=[C:24]([Cl:26])[CH:25]=2)=[CH:16][CH:15]=1)[NH:5]C(OC(C)(C)C)=O>Cl.O1CCOCC1>[CH3:1][O:2][C:3](=[O:29])[C@H:4]([CH2:13][C:14]1[CH:15]=[CH:16][C:17]([C:20]2[C:21](=[O:28])[N:22]([CH3:27])[CH:23]=[C:24]([Cl:26])[CH:25]=2)=[CH:18][CH:19]=1)[NH2:5]. Reported procedure: A solution of 4-(5-chloro-1-methyl-2-oxo-3-pyridinyl)-N-[(1,1-dimethylethoxy)carbonyl]-L-phenylalanine methyl ester (210 mg, 0.50 mmol) in 4 N HCl in dioxane (10 mL) was stirred for 1 hr and was concentrated to give 4-(5-chloro-1-methyl-2-oxo-3-pyridinyl)-L-phenylalanine methyl ester (140 mg) as a white powder. LR(+)LSIMS: m/z 641 (2M+H), 321 (M+H). Starting materials: CCN=C=NCCCN(C)C, CCN(C(C)C)C(C)C, ClCCl, Cl, NCCCn1ccnc1, O=C(O)c1ccc(Nc2ncc(Cl)c(Nc3ccccc3)n2)cc1, On1nnc2ccccc21. The product is O=C(NCCCn1ccnc1)c1ccc(Nc2ncc(Cl)c(Nc3ccccc3)n2)cc1. As a reaction SMILES: [CH3:54][N:55]([CH3:56])[CH2:57][CH2:58][CH2:59][N:60]=[C:61]=[N:62][CH2:63][CH3:64].[CH:44]([N:45]([CH2:46][CH3:47])[CH:48]([CH3:49])[CH3:50])([CH3:51])[CH3:52].[Cl:65][CH2:66][Cl:67].[ClH:53].[NH2:25][CH2:26][CH2:27][CH2:28][n:29]1[cH:30][n:31][cH:32][cH:33]1.[NH:1]([c:2]1[cH:3][cH:4][cH:5][cH:6][cH:7]1)[c:8]1[n:9][c:10]([NH:15][c:16]2[cH:17][cH:18][c:19]([C:22](=[O:23])[OH:24])[cH:20][cH:21]2)[n:11][cH:12][c:13]1[Cl:14].[OH:34][n:35]1[c:36]2[cH:37][cH:38][cH:39][cH:40][c:41]2[n:42][n:43]1>>[NH:1]([c:2]1[cH:3][cH:4][cH:5][cH:6][cH:7]1)[c:8]1[n:9][c:10]([NH:15][c:16]2[cH:17][cH:18][c:19]([C:22](=[O:24])[NH:25][CH2:26][CH2:27][CH2:28][n:29]3[cH:30][n:31][cH:32][cH:33]3)[cH:20][cH:21]2)[n:11][cH:12][c:13]1[Cl:14].